From a dataset of the Open Reaction Database (ORD), a public repository of structured organic reaction records. describe an organic reaction: reactants, conditions, products, and yield Starting materials: C(C1=CC=CC=C1)(=O)N\C(\C(=O)OC)=C/C1=CC=C(C=C1)OC1=C(C=CC=C1)C (1-methyl (Z)-2-(benzoylamino)-3-[4-(2-methylphenoxy)phenyl]prop-2-enoate), [Li+].[OH-] (LiOH). Solvent: O1CCOCC1 (dioxane). Reaction conditions: temperature 25 celsius, time 3 hour. Product: C(C1=CC=CC=C1)(=O)N\C(\C(=O)O)=C/C=1OC(=CC1)C1=C(C=CC=C1)C ((Z)-2-(benzoylamino)-3-[5-(2-methylphenyl)-2-furyl]prop-2-enoic acid). The yield is 148.9%. Reaction SMILES: [C:1]([NH:9]/[C:10](=[CH:15]\[C:16]1[CH:21]=[CH:20][C:19]([O:22]C2C=CC=CC=2C)=[CH:18][CH:17]=1)/[C:11]([O:13]C)=[O:12])(=[O:8])[C:2]1[CH:7]=[CH:6][CH:5]=[CH:4][CH:3]=1.[Li+].[OH-]>O1CCOCC1>[C:1]([NH:9]/[C:10](=[CH:15]\[C:16]1[O:22][C:19]([C:18]2[CH:17]=[CH:4][CH:3]=[CH:2][C:7]=2[CH3:6])=[CH:20][CH:21]=1)/[C:11]([OH:13])=[O:12])(=[O:8])[C:2]1[CH:3]=[CH:4][CH:5]=[CH:6][CH:7]=1 |f:1.2|. Reported procedure: To a solution of 1-methyl (Z)-2-(benzoylamino)-3-[4-(2-methylphenoxy)phenyl]prop-2-enoate (104 mg, 0.29 mmol), prepared as described above, in dioxane (5 mL) is added 1 N LiOH (5 mL). The reaction mixture is stirred at 25° C. for 3 hours. The dioxane is then removed under reduced pressure and the remaining reaction mixture poured into a separatory funnel. The aqueous layer is washed with diethyl ether and then acidified (pH=4) by treatment with 10% HCl causing a white precipitate to develop. A p... Reactants: COC(=O)N1CC[C@@H]2[C@](CCC[C@H]12)(C#CC=1C=C(C=CC1)C)O ((3aS,4R,7aS)-4-hydroxy-4-m-tolylethynyl-octahydro-indole-1-carboxylic acid methyl ester), C(C)(C)(C)OC(=O)N[C@H](C(=O)O)[C@H](CC)C ((2S,3S)-2-(tert-butoxycarbonylamino)-3-methylpentanoic acid). Yields the product COC(=O)C1N[C@@H]2CCC[C@]([C@@H]2C1)(C#CC=1C=C(C=CC1)C)OC([C@H]([C@H](CC)C)NC(=O)OC(C)(C)C)=O ((3aR,4S,7aR)-4-((2S,3S)-2-tert-butoxycarbonylamino-3-methyl-pentanoyloxy)-4-m-tolylethynyl-octahydro-indole-carboxylic acid methyl ester). RXN SMILES: COC([N:5]1[C@@H:13]2[C@@H:8]([C@@:9]([OH:23])([C:14]#[C:15][C:16]3[CH:17]=[C:18]([CH3:22])[CH:19]=[CH:20][CH:21]=3)[CH2:10][CH2:11][CH2:12]2)[CH2:7][CH2:6]1)=O.[C:24]([O:28][C:29]([NH:31][C@@H:32]([C@@H:36]([CH3:39])[CH2:37][CH3:38])[C:33]([OH:35])=O)=[O:30])([CH3:27])([CH3:26])[CH3:25]>>[CH3:24][O:28][C:29]([CH:6]1[CH2:7][C@@H:8]2[C@@H:13]([CH2:12][CH2:11][CH2:10][C@@:9]2([O:23][C:33](=[O:35])[C@@H:32]([NH:31][C:29]([O:28][C:24]([CH3:25])([CH3:26])[CH3:27])=[O:30])[C@@H:36]([CH3:39])[CH2:37][CH3:38])[C:14]#[C:15][C:16]2[CH:17]=[C:18]([CH3:22])[CH:19]=[CH:20][CH:21]=2)[NH:5]1)=[O:30]. Reported procedure: Synthesis in analogy to the General Method 1 starting from (3aS,4R,7aS)-4-hydroxy-4-m-tolylethynyl-octahydro-indole-1-carboxylic acid methyl ester and (2S,3S)-2-(tert-butoxycarbonylamino)-3-methylpentanoic acid to yield (3aR,4S,7aR)-4-((2S,3S)-2-tert-butoxycarbonylamino-3-methyl-pentanoyloxy)-4-m-tolylethynyl-octahydro-indole-carboxylic acid methyl ester. This NBoc-protected product was then stirred in hydrochloric acid dioxane solution (4M, 10 equiv.) at room temperature for 6 hrs. Subsequently...